This data is from the Open Reaction Database (ORD), a public repository of structured organic reaction records. The task is: describe an organic reaction: reactants, conditions, products, and yield Starting materials: 6-anilino-1,4,5-trihydroxyanthraquinones, ClC=1C(=C2C(C=3C(=CC=C(C3C(C2=CC1)=O)O)O)=O)O (6-chloro-1,4,5-trihydroxyanthraquinone), NC1=CC=CC=C1 (aniline). Yields the product C1=CC=CC=2C(C3=CC=CC=C3C(C12)=O)=O (anthraquinone), C(C1=CC=C(C(=O)O)C=C1)(=O)O.C(C[*:2])[*:1] (polyethylene terephthalate). As a reaction SMILES: Cl[C:2]1[C:3](O)=[C:4]2[C:13](=[CH:14][CH:15]=1)[C:12](=[O:16])[C:11]1[C:10](O)=[CH:9][CH:8]=[C:7](O)[C:6]=1[C:5]2=[O:19].NC1C=CC=CC=1>>[CH:7]1[C:6]2[C:5](=[O:19])[C:4]3[C:13](=[CH:14][CH:15]=[CH:2][CH:3]=3)[C:12](=[O:16])[C:11]=2[CH:10]=[CH:9][CH:8]=1. Procedure details: Blue anthraquinone dyestuffs are prepared from the reaction of 6-chloro-1,4,5-trihydroxyanthraquinone with an appropriate aniline reactant. The resultant blue dyestuffs are 6-anilino-1,4,5-trihydroxyanthraquinones which produce excellent blue dyeings on polyester fabrics, particularly polyethylene terephthalate. Reactants: CO, NC1CCC(C(=O)O)C1, O=S(Cl)Cl. Yields the product COC(=O)C1CCC(N)C1. Reaction SMILES: [CH3:14][OH:15].[NH2:1][CH:2]1[CH2:3][CH:4]([C:7](=[O:8])[OH:9])[CH2:5][CH2:6]1.[S:10]([Cl:11])([Cl:12])=[O:13]>>[NH2:1][CH:2]1[CH2:3][CH:4]([C:7]([O:8][CH3:14])=[O:9])[CH2:5][CH2:6]1. As a reaction SMILES: [C:1]([CH3:2])([CH3:3])([CH3:4])[O:5][C:6]([CH:7]([CH:8]([CH3:9])[CH3:10])[NH:11][C:12](=[O:13])[CH:14]1[NH:15][CH:16]([CH2:35][C:36]([CH3:37])([CH3:38])[CH3:39])[C:17]([C:26]#[N:27])([c:28]2[cH:29][cH:30][c:31]([Cl:34])[cH:32][cH:33]2)[CH:18]1[c:19]1[cH:20][c:21]([Cl:25])[cH:22][cH:23][cH:24]1)=[O:40].[C:41]([O:42][C:43](=[O:44])[CH:45]([NH:46][C:47]([CH:48]1[CH:49]([c:50]2[cH:51][cH:52][cH:53][c:54]([Cl:55])[cH:56]2)[C:57]([c:58]2[cH:59][cH:60][c:61]([Cl:62])[cH:63][cH:64]2)([C:65]#[N:66])[CH:67]([CH2:68][C:69]([CH3:70])([CH3:71])[CH3:72])[NH:73]1)=[O:74])[CH:75]([CH3:76])[CH3:77])([CH3:78])([CH3:79])[CH3:80].[CH3:81][OH:82]>>[CH3:1][O:5][C:6]([CH:7]([CH:8]([CH3:9])[CH3:10])[NH:11][C:12](=[O:13])[CH:14]1[NH:15][CH:16]([CH2:35][C:36]([CH3:37])([CH3:38])[CH3:39])[C:17]([C:26]#[N:27])([c:28]2[cH:29][cH:30][c:31]([Cl:34])[cH:32][cH:33]2)[CH:18]1[c:19]1[cH:20][c:21]([Cl:25])[cH:22][cH:23][cH:24]1)=[O:40]. Reactants: CC(C)C(NC(=O)C1NC(CC(C)(C)C)C(C#N)(c2ccc(Cl)cc2)C1c1cccc(Cl)c1)C(=O)OC(C)(C)C, CC(C)C(NC(=O)C1NC(CC(C)(C)C)C(C#N)(c2ccc(Cl)cc2)C1c1cccc(Cl)c1)C(=O)OC(C)(C)C, CO. Yields the product COC(=O)C(NC(=O)C1NC(CC(C)(C)C)C(C#N)(c2ccc(Cl)cc2)C1c1cccc(Cl)c1)C(C)C. Starting materials: CC(C)(C)C1=C(C(=CC(=C1)SC)C(C)(C)C)O (2,6-bis(1,1-dimethylethyl)-4-(methylthio)phenol), [OH-].[Na+] (sodium hydroxide), O (water), CI (methyl iodide). Solvent: CN(C=O)C (dimethylformamide). Yields the product CC(C)(C)C1=C(C(=CC(=C1)SC)C(C)(C)C)OC (2,6-bis(1,1-dimethylethyl)-1-methoxy-4-(methylthio)benzene). Reaction SMILES: [CH3:1][C:2]([C:5]1[CH:10]=[C:9]([S:11][CH3:12])[CH:8]=[C:7]([C:13]([CH3:16])([CH3:15])[CH3:14])[C:6]=1[OH:17])([CH3:4])[CH3:3].[OH-].[Na+].[CH3:20]I.O>CN(C)C=O>[CH3:14][C:13]([C:7]1[CH:8]=[C:9]([S:11][CH3:12])[CH:10]=[C:5]([C:2]([CH3:1])([CH3:3])[CH3:4])[C:6]=1[O:17][CH3:20])([CH3:16])[CH3:15] |f:1.2|. Procedure: To a solution of 2,6-bis(1,1-dimethylethyl)-4-(methylthio)phenol (1.16 g, 4.6 mmole) in dimethylformamide (15 ml) was added sodium hydroxide (0.37 g, 9.2 mmole). After the solution was warmed for one hour, methyl iodide (0.72 g, 5.1 mmole) was added, and the mixture was warmed for an additional three hours. The reaction mixture was poured into water (150 ml) and extracted with diethyl ether (180 ml in three positions). The ether extract was washed with saturated aqueous sodium carbonate, dried o... The reactants are C(#N)C1=CC=C(C=C1)B(O)O (4-cyanophenylboronic acid), N1(C=NC=C1)CC=1C=CC(=NC1)Br (5-Imidazol-1-ylmethyl-2-bromopyridine). Product: N1(C=NC=C1)CC=1C=CC(=NC1)C1=CC=C(C#N)C=C1 (4-(5-Imidazol-1-ylmethyl-pyridin-2-yl)-benzonitrile). As a reaction SMILES: [C:1]([C:3]1[CH:8]=[CH:7][C:6](B(O)O)=[CH:5][CH:4]=1)#[N:2].[N:12]1([CH2:17][C:18]2[CH:19]=[CH:20][C:21](Br)=[N:22][CH:23]=2)[CH:16]=[CH:15][N:14]=[CH:13]1>>[N:12]1([CH2:17][C:18]2[CH:19]=[CH:20][C:21]([C:6]3[CH:7]=[CH:8][C:3]([C:1]#[N:2])=[CH:4][CH:5]=3)=[N:22][CH:23]=2)[CH:16]=[CH:15][N:14]=[CH:13]1. Procedure: Synthesized using 4-cyanophenylboronic acid (185 mg, 1.26 mmol) and 1a (150 mg, 0.63 mmol) according to Method C. Yellow solid. Yield: 110 mg, 0.42 mmol, 67%. 1H NMR (CDCl3, 500 MHz): δH (ppm): 5.22 (s, 2H), 6.93 (s, 1H), 7.14 (s, 1H), 7.54 (dd, J=8.2, 2.3 Hz, 1H), 7.60 (s, 1H), 7.75-7.78 (m, 3H), 8.11 (d, J=8.2 Hz, 2H), 8.62 (s, 1H); 13C NMR (CDCl3, 125 MHz): δC (ppm)=48.0, 112.9, 118.6, 119.0, 121.0, 127.4, 130.5, 131.5, 132.6, 136.0, 137.3, 142.6, 148.8, 150.4; MS (ESI): m/z=261.03 [M+H]+.